This data is from the Open Reaction Database (ORD), a public repository of structured organic reaction records. The task is: describe an organic reaction: reactants, conditions, products, and yield The reactants are oil, C(C)(C)(C)C1OC(C(O1)(CC=C(C)C)CC(=O)O)=O ([2-tert-Butyl-4-(3-methyl-but-2-enyl)-5-oxo-[1,3]dioxolan-4-yl]-acetic acid), [H-].[Na+] (NaH), C(C1=CC=CC=C1)O (benzyl alcohol). Run in C1CCOC1 (THF). Run at temperature 0 celsius, time 30 minute. Yields the product C(C1=CC=CC=C1)OC(C(CC(=O)O)(CC=C(C)C)O)=O (2-Hydroxy-2-(3-methyl-but-2-enyl)-succinic acid 1-benzyl ester). Isolated yield 87.8%. As a reaction SMILES: [C:1]([CH:5]1[O:9][C:8]([CH2:15][C:16]([OH:18])=[O:17])([CH2:10][CH:11]=[C:12]([CH3:14])[CH3:13])[C:7](=[O:19])[O:6]1)([CH3:4])([CH3:3])C.[CH2:20](O)[C:21]1C=CC=C[CH:22]=1.[H-].[Na+]>C1COCC1>[CH2:5]([O:6][C:7](=[O:19])[C:8]([OH:9])([CH2:10][CH:11]=[C:12]([CH3:13])[CH3:14])[CH2:15][C:16]([OH:18])=[O:17])[C:1]1[CH:3]=[CH:22][CH:21]=[CH:20][CH:4]=1 |f:2.3|. Reported procedure: A solution of dioxolanone 74 (120 mg, 0.444 mmol, 1.00 equiv) in THF (4.5 mL) was cooled to 0° C. and benzyl alcohol (69 μL, 0.67 mmol, 1.5 equiv) was added via syringe followed by a 60% dispersion of NaH in mineral oil (45 mg, 1.1 mmol, 2.5 equiv) which resulted in vigorous evolution of gas. The solution was allowed to stir at 0° C. for 30 min, at which time the reaction was quenched with 4.5 mL NaHCO3, removed from the cold bath and allowed to warm to room temperature. The solution was then po... Reactants: Cl.C(C)(=O)OCC (hydrogen chloride ethyl acetate), C(C)(C)(C)OC(=O)N1CCN(CC1)C1=NC=C(N=C1C)C (3′,5′-Dimethyl-2,3,5,6-tetrahydro[1,2′]bipyrazinyl-4-carboxylic acid tert-butyl ester), C(C)(=O)OCC (Ethyl acetate). Run in C(Cl)(Cl)Cl (chloroform). Conditions: time 8 hour. The product is Cl.CC=1C(=NC=C(N1)C)N1CCNCC1 (1-(3,5-dimethylpyrazin-2-yl)piperazine hydrochloride). Reaction SMILES: C(OC([N:8]1[CH2:13][CH2:12][N:11]([C:14]2[C:19]([CH3:20])=[N:18][C:17]([CH3:21])=[CH:16][N:15]=2)[CH2:10][CH2:9]1)=O)(C)(C)C.[ClH:22].C(OCC)(=O)C.C(OCC)(=O)C>C(Cl)(Cl)Cl>[ClH:22].[CH3:20][C:19]1[C:14]([N:11]2[CH2:10][CH2:9][NH:8][CH2:13][CH2:12]2)=[N:15][CH:16]=[C:17]([CH3:21])[N:18]=1 |f:1.2,5.6|. Reported procedure: To a mixture of 2-chloro-3,5-dimethylpyrazine (2.8 g), 1-Boc-piperazine (3.7 g), palladium (II) acetate (225 mg), 2-(dicyclohexylphosphino)-2′,4′,6′-tri-isopropyl-1,1′-biphenyl (953 mg) and sodium tert-butoxide (2.7 g) was added toluene (40 mL), and the mixture was refluxed for 8 hr. After cooling, the mixture was extracted with ethyl acetate. The organic layer was washed with saturated brine, and the solvent was evaporated. The residue was purified by column chromatography (hexane:ethyl acetate...